Dataset: the Open Reaction Database (ORD), a public repository of structured organic reaction records. Task: describe an organic reaction: reactants, conditions, products, and yield Starting materials: FC(C1=CC=C(C=C1)CC#N)(F)F ((4-Trifluoromethyl-phenyl)-acetonitrile), [H-].[Na+] (NaH), CN(C)C=O (DMF), CN(C)C=O (DMF), C(C)OC(C)=O (ethylacetate), CI (methyl iodide). Run in O (water), CCCCCC (hexane). Conditions: temperature 80 celsius. The product is CC(C#N)(C)C1=CC=C(C=C1)C(F)(F)F (2-Methyl-2-(4-trifluoromethyl-phenyl)-propionitrile). As a reaction SMILES: [F:1][C:2]([F:13])([F:12])[C:3]1[CH:8]=[CH:7][C:6]([CH2:9][C:10]#N)=[CH:5][CH:4]=1.[H-].[Na+].CI.[CH2:18](OC(=O)C)C.C[N:25]([CH:27]=O)C>CCCCCC.O>[CH3:10][C:9]([C:6]1[CH:7]=[CH:8][C:3]([C:2]([F:13])([F:12])[F:1])=[CH:4][CH:5]=1)([CH3:18])[C:27]#[N:25] |f:1.2|. Procedure: (4-Trifluoromethyl-phenyl)-acetonitrile (1 g, 5.4010 mmol) in DMF (8.1 mL) was added to a stirred mixture of NaH (518.49 mg, 21.604 mmol) in DMF (8.1 mL) at 0° C. This was followed by the addition of methyl iodide (3.3 mL, 54.0102 mmol) and the resulting mixture was heated to 80° C. for 3 hours. The reaction was monitored by TLC (10% ethylacetate in hexane). The reaction mixture was diluted with cold water and extracted with diethyl ether. The organic layer was washed with brine solution, dried ... Reactants: CCCC(C(=O)OC)c1c(C)nc2cc(C(C)(C)C)nn2c1-c1ccc(C)cc1F, CO, [Na+], [OH-]. Product: CCCC(C(=O)O)c1c(C)nc2cc(C(C)(C)C)nn2c1-c1ccc(C)cc1F. Reaction SMILES: [C:1]([CH3:2])([CH3:3])([CH3:4])[c:5]1[n:6][n:7]2[c:8]([n:9][c:10]([CH3:29])[c:11]([CH:21]([C:22](=[O:23])[O:24][CH3:25])[CH2:26][CH2:27][CH3:28])[c:12]2-[c:13]2[c:14]([F:20])[cH:15][c:16]([CH3:19])[cH:17][cH:18]2)[cH:30]1.[CH3:33][OH:34].[Na+:32].[OH-:31]>>[C:1]([CH3:2])([CH3:3])([CH3:4])[c:5]1[n:6][n:7]2[c:8]([n:9][c:10]([CH3:29])[c:11]([CH:21]([C:22](=[O:23])[OH:24])[CH2:26][CH2:27][CH3:28])[c:12]2-[c:13]2[c:14]([F:20])[cH:15][c:16]([CH3:19])[cH:17][cH:18]2)[cH:30]1. Reactants: C1(=CC=CC=C1)C(N1C=NC(=C1)CCC[O-])(C1=CC=CC=C1)C1=CC=CC=C1.[Na+] (sodium 3-(1-triphenylmethyl-1H-imidazol-4-yl)propanolate), [Cl-].COC1=CC=C(C=C1)CCC (3-(4-methoxyphenyl)propane chloride). The product is COC1=CC=C(C=C1)CCCOCCCC=1N=CNC1 (3-(1H-Imidazol-4-yl)propyl 3-(4-methoxyphenyl)propyl ether). RXN SMILES: C1(C(C2C=CC=CC=2)(C2C=CC=CC=2)[N:8]2[CH:12]=[C:11]([CH2:13][CH2:14][CH2:15][O-:16])[N:10]=[CH:9]2)C=CC=CC=1.[Na+].[Cl-].[CH3:31][O:32][C:33]1[CH:38]=[CH:37][C:36]([CH2:39][CH2:40][CH3:41])=[CH:35][CH:34]=1>>[CH3:31][O:32][C:33]1[CH:38]=[CH:37][C:36]([CH2:39][CH2:40][CH2:41][O:16][CH2:15][CH2:14][CH2:13][C:11]2[N:10]=[CH:9][NH:8][CH:12]=2)=[CH:35][CH:34]=1 |f:0.1,2.3|. Reported procedure: 5 mmol of sodium 3-(1-triphenylmethyl-1H-imidazol-4-yl)propanolate and 5 mmol of 3-(4-methoxyphenyl)propane chloride are treated as described in Example 5. Starting materials: O=C(Cl)C1CCCC1, Nc1cccc(-c2cccc3cc(C(=O)NC4CN5CCC4CC5)oc23)c1. Yields the product Cl, O=C(NC1CN2CCC1CC2)c1cc2cccc(-c3cccc(NC(=O)C4CCCC4)c3)c2o1. RXN SMILES: [CH:28]1([C:33](=[O:34])[Cl:35])[CH2:29][CH2:30][CH2:31][CH2:32]1.[NH2:1][c:2]1[cH:3][c:4](-[c:8]2[cH:9][cH:10][cH:11][c:12]3[cH:13][c:14]([C:17](=[O:18])[NH:19][CH:20]4[CH2:21][N:22]5[CH2:23][CH2:24][CH:25]4[CH2:26][CH2:27]5)[o:15][c:16]23)[cH:5][cH:6][cH:7]1>>[ClH:35].[NH:1]([c:2]1[cH:3][c:4](-[c:8]2[cH:9][cH:10][cH:11][c:12]3[cH:13][c:14]([C:17](=[O:18])[NH:19][CH:20]4[CH2:21][N:22]5[CH2:23][CH2:24][CH:25]4[CH2:26][CH2:27]5)[o:15][c:16]23)[cH:5][cH:6][cH:7]1)[C:33]([CH:28]1[CH2:29][CH2:30][CH2:31][CH2:32]1)=[O:34]. The reactants are II (iodine), COC1=CC=C(C=C1)C1=NN(C(=C1)C(=O)OC)C (methyl 3-(4-methoxyphenyl)-1-methyl-1H-pyrazole-5-carboxylate). Reagents/catalysts: S(=O)(=O)([O-])[O-].[Ag+2] (Silver sulfate). The solvent is CCO (EtOH). Conditions: time 4 hour. Yields the product IC=1C(=NN(C1C(=O)OC)C)C1=CC=C(C=C1)OC (methyl 4-iodo-3-(4-methoxyphenyl)-1-methyl-1H-pyrazole-5-carboxylate). Reaction SMILES: [I:1]I.[CH3:3][O:4][C:5]1[CH:10]=[CH:9][C:8]([C:11]2[CH:15]=[C:14]([C:16]([O:18][CH3:19])=[O:17])[N:13]([CH3:20])[N:12]=2)=[CH:7][CH:6]=1>CCO.S([O-])([O-])(=O)=O.[Ag+2]>[I:1][C:15]1[C:11]([C:8]2[CH:7]=[CH:6][C:5]([O:4][CH3:3])=[CH:10][CH:9]=2)=[N:12][N:13]([CH3:20])[C:14]=1[C:16]([O:18][CH3:19])=[O:17] |f:3.4|. Procedure details: Silver sulfate (640 mg, 2.053 mmol) and iodine (0.106 mL, 2.053 mmol) were added successively to a solution of methyl 3-(4-methoxyphenyl)-1-methyl-1H-pyrazole-5-carboxylate (405.8 mg, 1.648 mmol) in EtOH (20.0 mL) at 25° C. and the reaction was stirred vigorously for 4 h. The reaction mixture was filtered through a plug of Celite®. The filtrate was diluted with EtOAc (20 mL) and washed with satd Na2SO3 (10 mL). The organic layer was dried (Na2SO4) and concentrated in vacuo to give the crude prod... The reactants are C(C)O (ethanol), C(#N)C=1C=CC(=C(C1)N(CC(=O)NCCN(CC)C(=O)OC(C)(C)C)CC(=O)N(C)N1CC2=CC=CC=C2C1)C (N2-(5-cyano-2-methylphenyl)-N2-{2-[1,3-dihydro-2H-isoindol-2-yl(methyl)amino]-2-oxoethyl}-N1-{2-[(tert-butoxycarbonyl)(ethyl)amino]ethyl}glycinamide), C(C)(=O)[O-].[Na+] (sodium acetate), [Cl-].O[NH3+] (hydroxylammonium chloride). The solvent is C(C)(=O)OCC.CCCCCC (ethyl acetate hexane). Yields the product NC(C=1C=CC(=C(C1)N(CC(=O)NCCN(CC)C(=O)OC(C)(C)C)CC(=O)N(C)N1CC2=CC=CC=C2C1)C)=NO (N2-{5-[amino(hydroxyimino)methyl]-2-methylphenyl}-N2-{2-[1,3-dihydro-2H-isoindol-2-yl(methyl)amino]-2-oxoethyl}-N1-{2-[(tert-butoxycarbonyl)(ethyl)amino]ethyl}glycinamide). The yield is 102.3%. RXN SMILES: C(O)C.[C:4]([C:6]1[CH:7]=[CH:8][C:9]([CH3:43])=[C:10]([N:12]([CH2:29][C:30]([N:32]([N:34]2[CH2:42][C:41]3[C:36](=[CH:37][CH:38]=[CH:39][CH:40]=3)[CH2:35]2)[CH3:33])=[O:31])[CH2:13][C:14]([NH:16][CH2:17][CH2:18][N:19]([C:22]([O:24][C:25]([CH3:28])([CH3:27])[CH3:26])=[O:23])[CH2:20][CH3:21])=[O:15])[CH:11]=1)#[N:5].C([O-])(=O)C.[Na+].[Cl-].[OH:50][NH3+:51]>C(OCC)(=O)C.CCCCCC>[NH2:5][C:4](=[N:51][OH:50])[C:6]1[CH:7]=[CH:8][C:9]([CH3:43])=[C:10]([N:12]([CH2:29][C:30]([N:32]([N:34]2[CH2:35][C:36]3[C:41](=[CH:40][CH:39]=[CH:38][CH:37]=3)[CH2:42]2)[CH3:33])=[O:31])[CH2:13][C:14]([NH:16][CH2:17][CH2:18][N:19]([C:22]([O:24][C:25]([CH3:27])([CH3:26])[CH3:28])=[O:23])[CH2:20][CH3:21])=[O:15])[CH:11]=1 |f:2.3,4.5,6.7|. Procedure: To ethanol (20 ml) were added the compound (1.10 g, 2.00 mmol) of Example 2, step A, sodium acetate (347 mg, 4.23 mmol) and hydroxylammonium chloride (292 mg, 4.20 mmol) and the mixture was heated under reflux for 210 min. The reaction mixture was cooled, diluted with an ethyl acetate-hexane=1:1 mixed solvent, washed with saturated aqueous sodium hydrogen carbonate and saturated brine, and dried over anhydrous magnesium sulfate. The insoluble material was filtered off, and the solution was conce...